This data is from the Open Reaction Database (ORD), a public repository of structured organic reaction records. The task is: describe an organic reaction: reactants, conditions, products, and yield Starting materials: [BH4-], CC1(C)c2cc(OS(C)(=O)=O)ccc2OC1O, CO, Cl, [Na+], [Na+], [OH-], O. Yields the product CC(C)(CO)c1cc(OS(C)(=O)=O)ccc1O. RXN SMILES: [BH4-:20].[CH3:1][S:2](=[O:3])(=[O:4])[O:5][c:6]1[cH:7][cH:8][c:9]2[c:10]([cH:17]1)[C:11]([CH3:15])([CH3:16])[CH:12]([OH:14])[O:13]2.[CH3:24][OH:25].[ClH:22].[Na+:19].[Na+:21].[OH-:18].[OH2:23]>>[CH3:1][S:2](=[O:3])(=[O:4])[O:5][c:6]1[cH:7][cH:8][c:9]([OH:13])[c:10]([C:11]([CH2:12][OH:14])([CH3:15])[CH3:16])[cH:17]1. The reactants are C(=O)O.FC(OC1=C(C=CC=C1)CC1=C(N=C2N1C=C(C(=C2)F)C=2C=NC(=NC2)C2(CNC2)O)C)F (3-[5-(3-{[2-(Difluoromethoxy)phenyl]methyl}-7-fluoro-2-methylimidazo[1,2-a]pyridin-6-yl)pyrimidin-2-yl]azetidin-3-ol formic acid salt), C=O (formaldehyde), C([O-])(O)=O.[Na+] (sodium bicarbonate), C(C)(=O)O[BH-](OC(C)=O)OC(C)=O.[Na+] (Sodium triacetoxyborohydride). Run in C(C)O (ethanol), C(C)(=O)O (acetic acid). Run at time 20 minute. The product is C(=O)O.FC(OC1=C(C=CC=C1)CC1=C(N=C2N1C=C(C(=C2)F)C=2C=NC(=NC2)C2(CN(C2)C)O)C)F (3-[5-(3-{[2-(Difluoromethoxy)phenyl]methyl}-7-fluoro-2-methylimidazo[1,2-a]pyridin-6-yl)pyrimidin-2-yl]-1-methylazetidin-3-ol formic acid salt). Isolated yield 17.5%. As a reaction SMILES: [CH:1]([OH:3])=[O:2].[F:4][CH:5]([F:36])[O:6][C:7]1[CH:12]=[CH:11][CH:10]=[CH:9][C:8]=1[CH2:13][C:14]1[N:18]2[CH:19]=[C:20]([C:24]3[CH:25]=[N:26][C:27]([C:30]4([OH:34])[CH2:33][NH:32][CH2:31]4)=[N:28][CH:29]=3)[C:21]([F:23])=[CH:22][C:17]2=[N:16][C:15]=1[CH3:35].C=O.[C:39](O[BH-](OC(=O)C)OC(=O)C)(=O)C.[Na+].C(=O)(O)[O-].[Na+]>C(O)C.C(O)(=O)C>[CH:1]([OH:3])=[O:2].[F:36][CH:5]([F:4])[O:6][C:7]1[CH:12]=[CH:11][CH:10]=[CH:9][C:8]=1[CH2:13][C:14]1[N:18]2[CH:19]=[C:20]([C:24]3[CH:25]=[N:26][C:27]([C:30]4([OH:34])[CH2:33][N:32]([CH3:39])[CH2:31]4)=[N:28][CH:29]=3)[C:21]([F:23])=[CH:22][C:17]2=[N:16][C:15]=1[CH3:35] |f:0.1,3.4,5.6,9.10|. Procedure: To a suspension of Example 325 (81%, 195 mg, 0.3 mmol) in ethanol (4 mL) was added 37% aqueous formaldehyde solution (0.1 mL, 1.33 mmol) and the resulting solution was stirred at room temperature for 20 minutes. Sodium triacetoxyborohydride (160 mg, 0.76 mmol) was added in one portion, followed by acetic acid (0.1 mL), and the whole mixture was stirred at room temperature under nitrogen for 2 h. The reaction mixture was diluted and neutralised with saturated sodium bicarbonate solution (15 mL). ... Starting materials: COC(C1=CN=C(C=C1)\C=C\C=1C(=NOC1C)CCCC)=O (6-[(E)-2-(3-butyl-5-methyl-isoxazol-4-yl)-vinyl]-nicotinic acid methyl ester), CC(CO)N (L-2-amino-1-propanol). The product is C(CCC)C1=NOC(=C1/C=C/C1=NC=C(C(=O)N[C@H](CO)C)C=C1)C (6-[(E)-2-(3-Butyl-5-methyl-isoxazol-4-yl)-vinyl]-N—((S)-2-hydroxy-1-methyl-ethyl)-nicotinamide). The yield is 36.0%. RXN SMILES: CO[C:3](=[O:22])[C:4]1[CH:9]=[CH:8][C:7](/[CH:10]=[CH:11]/[C:12]2[C:13]([CH2:18][CH2:19][CH2:20][CH3:21])=[N:14][O:15][C:16]=2[CH3:17])=[N:6][CH:5]=1.[CH3:23][CH:24]([NH2:27])[CH2:25][OH:26]>>[CH2:18]([C:13]1[C:12](/[CH:11]=[CH:10]/[C:7]2[CH:8]=[CH:9][C:4]([C:3]([NH:27][C@@H:24]([CH3:23])[CH2:25][OH:26])=[O:22])=[CH:5][N:6]=2)=[C:16]([CH3:17])[O:15][N:14]=1)[CH2:19][CH2:20][CH3:21]. Reported procedure: As described in example 10, 6-[(E)-2-(3-butyl-5-methyl-isoxazol-4-yl)-vinyl]-nicotinic acid methyl ester (100 mg, 0.28 mmol), and L-2-amino-1-propanol instead of DL-2-amino-1-propanol, was converted to the title compound (41 mg, 36%) which was obtained as a colorless oil after purification by chromatography (silica, dichloromethane:methanol 100:0 to 96.5:3.5). MS: m/e=364.4 [M+H]+. Reactants: C(CC)[C@]12[C@H](CC[C@H]2[C@H]2[C@H](CC1)C=1CCC(CC1CC2)=O)O (13β-n-propyl-17β-hydroxy gon-5(10)-en-3-one), C(C)[C@]12[C@H](CC[C@H]2[C@H]2[C@H](CC1)C=1CCC(CC1CC2)=O)O (13β-ethyl-17β-hydroxy-gon-5(10)-en-3-one). Yields the product C(CC)[C@]12[C@H](CC[C@H]2[C@H]2[C@H](CC1)[C@H]1CCC(C=C1CC2)=O)O (13β-n-propyl-17β-hydroxy-gon-4-en-3-one). RXN SMILES: [CH2:1]([C@:4]12[CH2:12][CH2:11][C@@H:10]3[C:13]4[CH2:14][CH2:15][C:16](=[O:21])[CH2:17][C:18]=4[CH2:19][CH2:20][C@H:9]3[C@@H:8]1[CH2:7][CH2:6][C@@H:5]2[OH:22])[CH2:2][CH3:3].C([C@]12CC[C@@H]3C4CCC(=O)CC=4CC[C@H]3[C@@H]1CC[C@@H]2O)C>>[CH2:1]([C@:4]12[CH2:12][CH2:11][C@@H:10]3[C@@H:13]4[C:18]([CH2:19][CH2:20][C@H:9]3[C@@H:8]1[CH2:7][CH2:6][C@@H:5]2[OH:22])=[CH:17][C:16](=[O:21])[CH2:15][CH2:14]4)[CH2:2][CH3:3]. Reported procedure: By substituting an equivalent amount of 13β-n-propyl-17β-hydroxy gon-5(10)-en-3-one for 13β-ethyl-17β-hydroxy-gon-5(10)-en-3-one in example 136, there is obtained 13β-n-propyl-17β-hydroxy-gon-4-en-3-one; infrared absorption peaks at 2.92, 6.01, 6.20 μ; ultraviolet peak at 240 mμ (ε15,000). Reactants: CS(=O)O, CS(C)=O, O=Cc1ccc(Cl)cc1, [Na]. Yields the product CS(=O)(=O)c1ccc(C=O)cc1. Reaction SMILES: [CH3:11][S:12](=[O:13])[OH:14].[CH3:15][S:16]([CH3:17])=[O:18].[Cl:1][c:2]1[cH:3][cH:4][c:5]([CH:6]=[O:7])[cH:8][cH:9]1.[Na:10]>>[c:2]1([S:12]([CH3:11])(=[O:13])=[O:14])[cH:3][cH:4][c:5]([CH:6]=[O:7])[cH:8][cH:9]1. Reactants: O=C(O)Cc1cncc(Br)c1, C1COCCN1, ClCCCl, ClCCl, On1nnc2ccccc21. Product: O=C(Cc1cncc(Br)c1)N1CCOCC1. Reaction SMILES: [Br:1][c:2]1[cH:3][c:4]([CH2:8][C:9](=[O:10])[OH:11])[cH:5][n:6][cH:7]1.[CH2:12]1[CH2:13][O:14][CH2:15][CH2:16][NH:17]1.[CH2:18]([Cl:19])[CH2:20][Cl:21].[Cl:32][CH2:33][Cl:34].[OH:22][n:23]1[c:24]2[cH:25][cH:26][cH:27][cH:28][c:29]2[n:30][n:31]1>>[Br:1][c:2]1[cH:3][c:4]([CH2:8][C:9](=[O:11])[N:17]2[CH2:12][CH2:13][O:14][CH2:15][CH2:16]2)[cH:5][n:6][cH:7]1.